Dataset: the Open Reaction Database (ORD), a public repository of structured organic reaction records. Task: describe an organic reaction: reactants, conditions, products, and yield Reactants: Fc1ccc(CBr)cc1Br, CO, CN. Product: NCCc1ccc(F)c(Br)c1. RXN SMILES: [Br:3][c:4]1[cH:5][c:6]([CH2:7][Br:8])[cH:9][cH:10][c:11]1[F:12].[CH3:13][OH:14].[CH3:1][NH2:2]>>[CH2:1]([NH2:2])[CH2:7][c:6]1[cH:5][c:4]([Br:3])[c:11]([F:12])[cH:10][cH:9]1. Starting materials: CC1=CC=C(C=C1)CN(C(CC1=CC=C(C=C1)OC)=O)C1CCN(CC1)C(=O)OC(C)(C)C (N-((4-methylphenyl)methyl)-N-(1-(tert-butyloxycarbonyl)piperidin-4-yl)-4-methoxyphenylacetamide), C(C)(=O)OC(C)=O (acetic anhydride), OC1=CC=C(C=O)C=C1 (4-Hydroxybenzaldehyde), [BH4-] (borohydride). Solvent: C(C)O (ethanol). Conditions: time 48 hour. The product is OC1=CC=C(C=C1)CN1CCC(CC1)N(C(CC1=CC=C(C=C1)OC)=O)CC1=CC=C(C=C1)C (N-(1-((4-Hydroxyphenyl)methyl)piperidin-4-yl)-N-((4-methylphenyl)methyl)-4-methoxyphenylacetamide). Reaction SMILES: [CH3:1][C:2]1[CH:7]=[CH:6][C:5]([CH2:8][N:9]([CH:21]2[CH2:26][CH2:25][N:24]([C:27](OC(C)(C)C)=O)[CH2:23][CH2:22]2)[C:10](=[O:20])[CH2:11][C:12]2[CH:17]=[CH:16][C:15]([O:18][CH3:19])=[CH:14][CH:13]=2)=[CH:4][CH:3]=1.[OH:34][C:35]1[CH:42]=[CH:41][C:38](C=O)=[CH:37][CH:36]=1.[BH4-].C(OC(=O)C)(=O)C>C(O)C>[OH:34][C:35]1[CH:42]=[CH:41][C:38]([CH2:27][N:24]2[CH2:23][CH2:22][CH:21]([N:9]([CH2:8][C:5]3[CH:6]=[CH:7][C:2]([CH3:1])=[CH:3][CH:4]=3)[C:10](=[O:20])[CH2:11][C:12]3[CH:13]=[CH:14][C:15]([O:18][CH3:19])=[CH:16][CH:17]=3)[CH2:26][CH2:25]2)=[CH:37][CH:36]=1. Procedure details: The product from example 13 above (20 mg, 0.06 mmol) was dissolved in abs. ethanol (2 ml). 4-Hydroxybenzaldehyde (139 mg, 1.1 mmol) was added followed by solid-supported borohydride (150 mg, 2.5 mmol/g resin; Aldrich 32,864-2). The mixture was shaken at room temperature. After 48 h, the resin was filtered off and acetic anhydride (0.02 ml, 0.2 mmol) was added to the organic solution. After 24 h, the mixture was concentrated and redissolved in methanol (2 ml). The solution was added on to a colum...